Dataset: the Open Reaction Database (ORD), a public repository of structured organic reaction records. Task: describe an organic reaction: reactants, conditions, products, and yield Reactants: C(C)(=O)OCC.C(Cl)Cl (ethyl acetate methylene chloride), NC1=C(C=C2CC(NC2=C1)=O)F (6-amino-5-fluoro-2-indolinone), C1(C2C(C(=O)O1)CCC=C2)=O (tetrahydrophthalic anhydride). Run in C(C)(=O)O (acetic acid). Product: FC=1C=C2CC(NC2=CC1N1C(=O)C2=C(CCCC2)C1=O)=O (N-(5-Fluoro-2-oxo-6-indolinyl)-1-cyclohexene-1,2-dicarboximide). Isolated yield 77.4%. As a reaction SMILES: [NH2:1][C:2]1[CH:10]=[C:9]2[C:5]([CH2:6][C:7](=[O:11])[NH:8]2)=[CH:4][C:3]=1[F:12].[C:13]1(=O)[O:18][C:16](=[O:17])[CH:15]2[CH2:19][CH2:20][CH:21]=[CH:22][CH:14]12.C(OCC)(=O)C.C(Cl)Cl>C(O)(=O)C>[F:12][C:3]1[CH:4]=[C:5]2[C:9](=[CH:10][C:2]=1[N:1]1[C:13](=[O:18])[C:14]3[CH2:22][CH2:21][CH2:20][CH2:19][C:15]=3[C:16]1=[O:17])[NH:8][C:7](=[O:11])[CH2:6]2 |f:2.3|. Reported procedure: A mixture of 6-amino-5-fluoro-2-indolinone (10.5 g, 63.25 mmol) and tetrahydrophthalic anhydride (10.95 g, 66.42 mmol) in acetic acid (30 mL) is heated at reflux for 2 hours, cooled and concentrated in vacuo to obtain a residue. Chromatography of the residue using silica gel and a 3:7 ethyl acetate/methylene chloride solution gives the title product as a light violet solid (14.7 g, mp 234°-236° C.). Following the procedure of Example 3, but substituting 6-amino-2-indolinone for 6-amino-5-fluoro-... The reactants are O=C1CSC(=O)N1, O=Cc1ccc2c(c1)OCCO2. Product: O=C1NC(=O)C(=Cc2ccc3c(c2)OCCO3)S1. As a reaction SMILES: [O:13]=[C:14]1[CH2:15][S:16][C:17](=[O:18])[NH:19]1.[O:1]1[CH2:2][CH2:3][O:4][c:5]2[c:6]1[cH:7][cH:8][c:9]([CH:11]=[O:12])[cH:10]2>>[O:1]1[CH2:2][CH2:3][O:4][c:5]2[c:6]1[cH:7][cH:8][c:9]([CH:11]=[C:15]1[C:14](=[O:13])[NH:19][C:17](=[O:18])[S:16]1)[cH:10]2.